This data is from the Open Reaction Database (ORD), a public repository of structured organic reaction records. The task is: describe an organic reaction: reactants, conditions, products, and yield Starting materials: ClC1=C2C(=NC=C1)C=C(O2)C=2C(=NOC2C)C (7-chloro-2-(3,5-dimethylisoxazol-4-yl)furo[3,2-b]pyridine), CC1=C2C=CNC2=CC=C1N (4-methyl-1H-indol-5-ylamine). Product: CC1=NOC(=C1C1=CC2=NC=CC(=C2O1)NC=1C(=C2C=CNC2=CC1)C)C ([2-(3,5-Dimethyl-isoxazol-4-yl)-furo[3,2-b]pyridin-7-yl]-(4-methyl-1H-indol-5-yl)-amine), solid. Isolated yield 52.0%. RXN SMILES: Cl[C:2]1[CH:7]=[CH:6][N:5]=[C:4]2[CH:8]=[C:9]([C:11]3[C:12]([CH3:17])=[N:13][O:14][C:15]=3[CH3:16])[O:10][C:3]=12.[CH3:18][C:19]1[C:27]([NH2:28])=[CH:26][CH:25]=[C:24]2[C:20]=1[CH:21]=[CH:22][NH:23]2>>[CH3:17][C:12]1[C:11]([C:9]2[O:10][C:3]3[C:4](=[N:5][CH:6]=[CH:7][C:2]=3[NH:28][C:27]3[C:19]([CH3:18])=[C:20]4[C:24](=[CH:25][CH:26]=3)[NH:23][CH:22]=[CH:21]4)[CH:8]=2)=[C:15]([CH3:16])[O:14][N:13]=1. Procedure: The title compound was prepared by procedure E using 7-chloro-2-(3,5-dimethylisoxazol-4-yl)furo[3,2-b]pyridine (25.10 mg; 0.10 mmol; 1.00 eq.) instead of 7-chloro-2-(3,4,5-trimethoxyphenyl)furo[3,2-b]pyridine, and 4-methyl-1H-indol-5-ylamine (15.49 mg; 0.11 mmol; 1.05 eq.) instead of 6-amino-2,2-difluoro-4H-benzo[1,4]oxazin-3-one, and was obtained as a beige solid (19 mg, 52%). (HPLC (method F): 99%, RT: 3.49 min); 1H NMR (500 MHz, DMSO-d6) δ [ppm] 11.13 (s, 1H), 8.49 (s, 1H), 7.98 (d, J=5.5, 1H... The reactants are CC=1C=C(C=CC1)NCC1=CC=CC=C1 (N-(3-methylphenyl)-N-benzylamine), C(C)(C)P(=O)(Cl)Cl (isopropyl phosphonic dichloride). The product is C(C)(C)P1(N(CC2=C1C=CC=C2)C2=CC(=CC=C2)C)=O (1-isopropyl-2-(3-methylphenyl)-2,3-dihydro-1H-2,1-benzazaphosphole-1-oxide). Isolated yield 20.0%. RXN SMILES: [CH3:1][C:2]1[CH:3]=[C:4]([NH:8][CH2:9][C:10]2[CH:15]=[CH:14][CH:13]=[CH:12][CH:11]=2)[CH:5]=[CH:6][CH:7]=1.[CH:16]([P:19](Cl)(Cl)=[O:20])([CH3:18])[CH3:17]>>[CH:16]([P:19]1(=[O:20])[C:11]2[CH:12]=[CH:13][CH:14]=[CH:15][C:10]=2[CH2:9][N:8]1[C:4]1[CH:5]=[CH:6][CH:7]=[C:2]([CH3:1])[CH:3]=1)([CH3:18])[CH3:17]. Procedure: The procedure of Example 1 was employed utilizing N-(3-methylphenyl)-N-benzylamine and isopropyl phosphonic dichloride. The crude product produced as a result of the chromatographic separation was distilled at 150° C. and 0.8 mm to yield a pale yellow glass. The yellow glass was crystallized from methylcyclohexane to yield 1-isopropyl-2-(3-methylphenyl)-2,3-dihydro-1H-2,1-benzazaphosphole-1-oxide (3.5 g, 20% yield) as a white crystalline solid having a melting point of 112°-113° C. and the follo... Starting materials: CC1(C(N(C(N1CCCCCCCCCS(=O)CCCC(C(F)(F)F)(F)F)=O)C1=CC(=C(C=C1)[N+](=O)[O-])C(F)(F)F)=O)C (5,5-dimethyl-3-[4-nitro-3-(trifluoromethyl)phenyl]-1-{9-[(4,4,5,5,5-pentafluoropentyl)sulphinyl]nonyl}imidazolidine-2,4-dione), CC1(C(N(C(N1CCCCCCCCCSCCCC(C(F)(F)F)(F)F)=O)C1=CC(=C(C=C1)[N+](=O)[O-])C)=O)C (5,5-dimethyl-3-(3-methyl-4-nitrophenyl)-1-{9-[(4,4,5,5,5-pentafluoropentyl) sulphanyl]nonyl}imidazolidine-2,4-dione). Product: CC1(C(N(C(N1CCCCCCCCCS(=O)CCCC(C(F)(F)F)(F)F)=O)C1=CC(=C(C=C1)[N+](=O)[O-])C)=O)C (5,5-dimethyl-3-(3-methyl-4-nitrophenyl)-1-{9-[(4,4,5,5,5-pentafluoro pentyl)sulphinyl]nonyl}imidazolidine-2,4-dione). Yield: 50.0%. RXN SMILES: [CH3:1][C:2]1([CH3:43])[N:6]([CH2:7][CH2:8][CH2:9][CH2:10][CH2:11][CH2:12][CH2:13][CH2:14][CH2:15][S:16]([CH2:18][CH2:19][CH2:20][C:21]([F:27])([F:26])[C:22]([F:25])([F:24])[F:23])=[O:17])[C:5](=[O:28])[N:4]([C:29]2[CH:34]=[CH:33][C:32]([N+:35]([O-:37])=[O:36])=[C:31]([C:38](F)(F)F)[CH:30]=2)[C:3]1=[O:42].CC1(C)N(CCCCCCCCCSCCCC(F)(F)C(F)(F)F)C(=O)N(C2C=CC([N+]([O-])=O)=C(C)C=2)C1=O>>[CH3:1][C:2]1([CH3:43])[N:6]([CH2:7][CH2:8][CH2:9][CH2:10][CH2:11][CH2:12][CH2:13][CH2:14][CH2:15][S:16]([CH2:18][CH2:19][CH2:20][C:21]([F:26])([F:27])[C:22]([F:25])([F:23])[F:24])=[O:17])[C:5](=[O:28])[N:4]([C:29]2[CH:34]=[CH:33][C:32]([N+:35]([O-:37])=[O:36])=[C:31]([CH3:38])[CH:30]=2)[C:3]1=[O:42]. Reported procedure: The experimental protocol used is the same as that described for the synthesis of the compound of Example 2, the compound of Example 23 replacing the compound of Example 1. A colourless oil is obtained with a yield of 50%. RXN SMILES: [Cl:1][C:2]1[CH:3]=[C:4]([NH:8][CH2:9][CH2:10][NH:11][C:12]2[CH:17]=[CH:16][C:15]([CH3:18])=[CH:14][CH:13]=2)[CH:5]=[CH:6][CH:7]=1.O=[CH:20][C:21]([Cl:24])([Cl:23])[Cl:22].C1(C)C=CC(S(O)(=O)=O)=CC=1>C1(C)C=CC=CC=1>[Cl:1][C:2]1[CH:3]=[C:4]([N:8]2[CH2:9][CH2:10][N:11]([C:12]3[CH:13]=[CH:14][C:15]([CH3:18])=[CH:16][CH:17]=3)[CH:20]2[C:21]([Cl:24])([Cl:23])[Cl:22])[CH:5]=[CH:6][CH:7]=1. The yield is 35.6%. Procedure details: A mixture consisting of 12.2 gm of N-(3-chlorophenyl)-N'-(4-methyl-phenyl)-ethylenediamine, 9 gm of chloral, 100 ml of toluene and 1.2 gm of p-toluenesulfonic acid was heated at its boiling point for 45 minutes in a vessel equipped with a water trap. Thereafter, the reaction mixture was filtered while still hot, and the filtrate was evaporated in vacuo. The oily residue was allowed to cool and was then triturated with a little glacial acetic acid, whereupon crystallization occurred. The crystals... Run in C1(=CC=CC=C1)C (toluene). Yields the product ClC=1C=C(C=CC1)N1C(N(CC1)C1=CC=C(C=C1)C)C(Cl)(Cl)Cl (1-(3-Chloro-phenyl)-3-(4-methyl-phenyl)-2-trichloromethyl-imidazolidine). Starting materials: ClC=1C=C(C=CC1)NCCNC1=CC=C(C=C1)C (N-(3-chlorophenyl)-N'-(4-methyl-phenyl)-ethylenediamine), O=CC(Cl)(Cl)Cl (chloral), C1(=CC=C(C=C1)S(=O)(=O)O)C (p-toluenesulfonic acid). Reactants: C[Si](C)(C)C#N, O=CCc1ccccc1, ClCCl, Nc1ccc(C(O)(C(F)(F)F)C(F)(F)F)cc1, O. The product is N#CC(Cc1ccccc1)Nc1ccc(C(O)(C(F)(F)F)C(F)(F)F)cc1. As a reaction SMILES: [CH3:10][Si:11]([CH3:12])([CH3:13])[C:14]#[N:15].[CH:1](=[O:2])[CH2:3][c:4]1[cH:5][cH:6][cH:7][cH:8][cH:9]1.[Cl:33][CH2:34][Cl:35].[NH2:16][c:17]1[cH:18][cH:19][c:20]([C:23]([C:24]([F:25])([F:26])[F:27])([C:28]([F:29])([F:30])[F:31])[OH:32])[cH:21][cH:22]1.[OH2:36]>>[CH:1]([CH2:3][c:4]1[cH:5][cH:6][cH:7][cH:8][cH:9]1)([C:14]#[N:15])[NH:16][c:17]1[cH:18][cH:19][c:20]([C:23]([C:24]([F:25])([F:26])[F:27])([C:28]([F:29])([F:30])[F:31])[OH:32])[cH:21][cH:22]1. Reactants: [OH-].[Na+] (sodium hydroxide), NC=1C(=NC=C(C1)Cl)C(=O)C1=C2C(=NC=C1)NC=C2 ((3-amino-5-chloro-pyridin-2-yl)-(1H-pyrrolo[2,3-b]pyridin-4-yl)-methanone), ClC=1C=C(C=CC1C)S(=O)(=O)Cl (3-chloro-4-methyl-benzenesulfonyl chloride), CO (methanol), yellow solid. The solvent is O (water), N1=CC=CC=C1 (pyridine). Yields the product ClC=1C=C(C=CC1C)S(=O)(=O)NC=1C(=NC=C(C1)Cl)C(=O)C=1C2=C(N=CC1)NC=C2 (3-Chloro-N-[5-chloro-2-(1H-pyrrolo[2,3-b]pyridine-4-carbonyl)-pyridin-3-yl]-4-methyl-benzenesulfonamide). RXN SMILES: [NH2:1][C:2]1[C:3]([C:9]([C:11]2[CH:16]=[CH:15][N:14]=[C:13]3[NH:17][CH:18]=[CH:19][C:12]=23)=[O:10])=[N:4][CH:5]=[C:6]([Cl:8])[CH:7]=1.[Cl:20][C:21]1[CH:22]=[C:23]([S:28](Cl)(=[O:30])=[O:29])[CH:24]=[CH:25][C:26]=1[CH3:27].CO.[OH-].[Na+]>N1C=CC=CC=1.O>[Cl:20][C:21]1[CH:22]=[C:23]([S:28]([NH:1][C:2]2[C:3]([C:9]([C:11]3[C:12]4[CH:19]=[CH:18][NH:17][C:13]=4[N:14]=[CH:15][CH:16]=3)=[O:10])=[N:4][CH:5]=[C:6]([Cl:8])[CH:7]=2)(=[O:30])=[O:29])[CH:24]=[CH:25][C:26]=1[CH3:27] |f:3.4|. Procedure: Prepared from 20 mg (0.075 mmol) of (3-amino-5-chloro-pyridin-2-yl)-(1H-pyrrolo[2,3-b]pyridin-4-yl)-methanone and 58 mg (0.25 mmol) of 3-chloro-4-methyl-benzenesulfonyl chloride in 0.15 mL pyridine using procedure x. After the sulfonylation was complete, 3 mL methanol, 0.5 mL water and 35 mg sodium hydroxide were used. Yield: 9 mg of a yellow solid. LC-MSD, m/z for C20H14Cl2N4O3S [M+H]+=460.9, 462.9 Starting materials: [F-].[Cs+] (CsF), ClC1=CC(=C(C(=C1C=O)F)[Si](C)(C)C)F (6-chloro-2,4-difluoro-3-(trimethylsilyl)benzaldehyde). The solvent is CN(C=O)C (dimethylformamide), O (H2O), CCCCCCC (heptane), O (H2O). Reaction conditions: time 10 minute. The product is ClC1=C(C=O)C(=CC(=C1)F)F (2-chloro-4,6-difluorobenzaldehyde). Isolated yield 40.5%. As a reaction SMILES: [F-].[Cs+].[Cl:3][C:4]1[C:9]([CH:10]=[O:11])=[C:8]([F:12])[C:7]([Si](C)(C)C)=[C:6]([F:17])[CH:5]=1>CN(C)C=O.CCCCCCC.O>[Cl:3][C:4]1[CH:5]=[C:6]([F:17])[CH:7]=[C:8]([F:12])[C:9]=1[CH:10]=[O:11] |f:0.1|. Procedure details: CsF (approximately 0.2 g) was added to a mixture of crude 6-chloro-2,4-difluoro-3-(trimethylsilyl)benzaldehyde (10.5 g, approximately 42 mmol) in dimethylformamide (15 mL)/H2O (2 mL). After stirring for 10 min the reaction was diluted with heptane and H2O. The phases were separated and the aqueous extracted with further heptane. The combined organic layers were washed with H2O, dried over MgSO4 and concentrated in vacuo to a yellow oil. Purification by column chromatography (1:4 EtOAc:heptane) f...